From a dataset of the Open Reaction Database (ORD), a public repository of structured organic reaction records. describe an organic reaction: reactants, conditions, products, and yield The reactants are ClC1=C(C=CC(=N1)NC(=O)C1(CC1)C1=CC2=C(OC(O2)(F)F)C=C1)C (N-(6-chloro-5-methylpyridin-2-yl)-1-(2,2-difluorobenzo[d][1,3]dioxol-5-yl)cyclopropanecarboxamide), C(#N)C=1C(N(C=C(C1)B1OC(C(O1)(C)C)(C)C)CC(=O)OC)=O (methyl 2-(3-cyano-2-oxo-5-(4,4,5,5-tetramethyl-1,3,2-dioxaborolan-2-yl)pyridin-1(2H)-yl)acetate), C(=O)([O-])[O-].[Na+].[Na+] (Na2CO3). Reagents/catalysts: C=1C=CC(=CC1)[P](C=2C=CC=CC2)(C=3C=CC=CC3)[Pd]([P](C=4C=CC=CC4)(C=5C=CC=CC5)C=6C=CC=CC6)([P](C=7C=CC=CC7)(C=8C=CC=CC8)C=9C=CC=CC9)[P](C=1C=CC=CC1)(C=1C=CC=CC1)C=1C=CC=CC1 (tetrakis(triphenylphosphine)palladium). Run in C(C)(=O)OCC (ethyl acetate), COCCOC (1,2-dimethoxyethane). Run at temperature 80 celsius. The product is C(#N)C=1C(N(C=C(C1)C1=NC(=CC=C1C)NC(=O)C1(CC1)C1=CC2=C(OC(O2)(F)F)C=C1)CC(=O)OC)=O (methyl 2-(3-cyano-5-(6-(1-(2,2-difluorobenzo[d][1,3]dioxol-5-yl)cyclopropanecarboxamido)-3-methylpyridin-2-yl)-2-oxopyridin-1(2H)-yl)acetate). Yield: 46.7%. As a reaction SMILES: Cl[C:2]1[N:7]=[C:6]([NH:8][C:9]([C:11]2([C:14]3[CH:24]=[CH:23][C:17]4[O:18][C:19]([F:22])([F:21])[O:20][C:16]=4[CH:15]=3)[CH2:13][CH2:12]2)=[O:10])[CH:5]=[CH:4][C:3]=1[CH3:25].[C:26]([C:28]1[C:29](=[O:48])[N:30]([CH2:43][C:44]([O:46][CH3:47])=[O:45])[CH:31]=[C:32](B2OC(C)(C)C(C)(C)O2)[CH:33]=1)#[N:27].C([O-])([O-])=O.[Na+].[Na+]>COCCOC.C(OCC)(=O)C.C1C=CC([P]([Pd]([P](C2C=CC=CC=2)(C2C=CC=CC=2)C2C=CC=CC=2)([P](C2C=CC=CC=2)(C2C=CC=CC=2)C2C=CC=CC=2)[P](C2C=CC=CC=2)(C2C=CC=CC=2)C2C=CC=CC=2)(C2C=CC=CC=2)C2C=CC=CC=2)=CC=1>[C:26]([C:28]1[C:29](=[O:48])[N:30]([CH2:43][C:44]([O:46][CH3:47])=[O:45])[CH:31]=[C:32]([C:2]2[C:3]([CH3:25])=[CH:4][CH:5]=[C:6]([NH:8][C:9]([C:11]3([C:14]4[CH:24]=[CH:23][C:17]5[O:18][C:19]([F:21])([F:22])[O:20][C:16]=5[CH:15]=4)[CH2:12][CH2:13]3)=[O:10])[N:7]=2)[CH:33]=1)#[N:27] |f:2.3.4,^1:70,72,91,110|. Reported procedure: To N-(6-chloro-5-methylpyridin-2-yl)-1-(2,2-difluorobenzo[d][1,3]dioxol-5-yl)cyclopropanecarboxamide (150 mg, 0.41 mmol), methyl 2-(3-cyano-2-oxo-5-(4,4,5,5-tetramethyl-1,3,2-dioxaborolan-2-yl)pyridin-1(2H)-yl)acetate (244 mg, 0.61 mmol) and tetrakis(triphenylphosphine)palladium (0) (47 mg, 0.041 mmol) in 1,2-dimethoxyethane (4.5 mL), 2 M Na2CO3 (613.5 μL, 1.23 mmol) was added. The reaction mixture was stirred and heated at 80° C. for 22 hours under N2 atmosphere. The reaction mixture was dilute... Reactants: C(C1=CC=CC=C1)OC(N[C@H]1[C@@H](CCCC1)CN(C)C1CC2=CC=C(C=C2CC1)F)=O (benzyl((1R,2S)-2-{[((2RS)-6-fluoro-1,2,3,4-tetrahydronaphthalen-2-yl)(methyl)amino]methyl}cyclohexyl)carbamate). The reagents and catalysts are [Pd] (palladium on charcoal). Run in CO (methanol). Run at time 3.5 hour. The product is N[C@H]1[C@@H](CCCC1)CN(C1CC2=CC=C(C=C2CC1)F)C (N-(2RS)-{[(1S,2R)-2-aminocyclohexyl]methyl}-6-fluoro-N-methyl-1,2,3,4-tetrahydronaphthalen-2-amine). As a reaction SMILES: C(OC(=O)[NH:10][C@@H:11]1[CH2:16][CH2:15][CH2:14][CH2:13][C@H:12]1[CH2:17][N:18]([CH:20]1[CH2:29][CH2:28][C:27]2[C:22](=[CH:23][CH:24]=[C:25]([F:30])[CH:26]=2)[CH2:21]1)[CH3:19])C1C=CC=CC=1>[Pd].CO>[NH2:10][C@@H:11]1[CH2:16][CH2:15][CH2:14][CH2:13][C@H:12]1[CH2:17][N:18]([CH3:19])[CH:20]1[CH2:29][CH2:28][C:27]2[C:22](=[CH:23][CH:24]=[C:25]([F:30])[CH:26]=2)[CH2:21]1. Procedure details: A mixture of benzyl((1R,2S)-2-{[((2RS)-6-fluoro-1,2,3,4-tetrahydronaphthalen-2-yl)(methyl)amino]methyl}cyclohexyl)carbamate (280 mg, 0.66 mmol), methanol (20 mL) and 10% palladium on charcoal (56 mg) was shaken under a hydrogen atmosphere (55 psig) for 3.5 hours. The mixture was filtered, the solids were washed with methanol and the filtrate was concentrated under vacuum. The residue (110 mg, 57%) was used without further purification. The reactants are ClC1=NC=CC=C1C1=CC(=NC=C1)F (2-chloro-2′-fluoro-[3,4′]bipyridinyl), Cl.CN (methylamine hydrochloride), C(=O)([O-])[O-].[K+].[K+] (K2CO3), CS(=O)C (DMSO). The solvent is O (water). Run at temperature 80 celsius. The product is ClC1=NC=CC=C1C1=CC(=NC=C1)NC ((2-chloro-[3,4′]bipyridinyl-2′-yl)-methyl-amine). RXN SMILES: [Cl:1][C:2]1[C:7]([C:8]2[CH:13]=[CH:12][N:11]=[C:10](F)[CH:9]=2)=[CH:6][CH:5]=[CH:4][N:3]=1.Cl.[CH3:16][NH2:17].C([O-])([O-])=O.[K+].[K+].CS(C)=O>O>[Cl:1][C:2]1[C:7]([C:8]2[CH:13]=[CH:12][N:11]=[C:10]([NH:17][CH3:16])[CH:9]=2)=[CH:6][CH:5]=[CH:4][N:3]=1 |f:1.2,3.4.5|. Procedure: To 2-chloro-2′-fluoro-[3,4′]bipyridinyl (5.30 g, 25.4 mmol), methylamine hydrochloride (9.00 g, 133 mmol) and K2CO3 (28.1 g, 203 mmol) was added DMSO (70 mL). The mixture was heated overnight at 80° C. in a sealed tube. The cooled mixture was diluted with water (300 mL) and the resulting solid was filtered, washed with water and dried to yield (2-chloro-[3,4′]bipyridinyl-2′-yl)-methyl-amine. MS m/z=220 [M+1]+. Calc'd for C11H10ClN3: 219.68. The reactants are S1C(=CC=C1)C(=O)OCC (ethyl 2-thiophenecarboxylate), O (water), CC(C)([O-])C.[K+] (potassium t-butoxide), C(C)#N (acetonitrile). Solvent: C(Cl)Cl (methylene chloride). Product: O=C(CC#N)C=1SC=CC1 (β-oxo-2-thiophenepropionitrile). Reaction SMILES: [S:1]1[CH:5]=[CH:4][CH:3]=[C:2]1[C:6]([O:8]CC)=O.CC(C)([O-])C.[K+].[C:17](#[N:19])[CH3:18].O>C(Cl)Cl>[O:8]=[C:6]([C:2]1[S:1][CH:5]=[CH:4][CH:3]=1)[CH2:18][C:17]#[N:19] |f:1.2|. Procedure: A 67 ml. portion of ethyl 2-thiophenecarboxylate is added to 56 g. of potassium t-butoxide (exothermic). After cooling, 33 ml. of acetonitrile is added and the mixture is stirred and heated on a steam bath for 1.5 hours. A 250 ml. portion of water is added followed by 200 ml. of methylene chloride. The mixture is stirred overnight. The aqueous layer is separated and combined with 42 ml. of concentrated hydrochloric acid. This mixture is extracted with 300 ml. of methylene chloride followed by tw... Solvent: O (water), O1CCCC1 (tetrahydrofuran). Reactants: C(C(C)C)(=O)N1CCN(CC1)C(=O)C=1C=C(C(=O)OC)C=CC1 (methyl 3-(4-isobutyrylpiperazine-1-carbonyl)benzoate), O.[OH-].[Li+] (lithium hydroxide monohydrate), Cl (hydrochloric acid). The product is C(C(C)C)(=O)N1CCN(CC1)C(=O)C=1C=C(C(=O)O)C=CC1 (3-(4-isobutyrylpiperazine-1-carbonyl)benzoic acid). As a reaction SMILES: [C:1]([N:6]1[CH2:11][CH2:10][N:9]([C:12]([C:14]2[CH:15]=[C:16]([CH:21]=[CH:22][CH:23]=2)[C:17]([O:19]C)=[O:18])=[O:13])[CH2:8][CH2:7]1)(=[O:5])[CH:2]([CH3:4])[CH3:3].O.[OH-].[Li+].Cl>O.O1CCCC1>[C:1]([N:6]1[CH2:11][CH2:10][N:9]([C:12]([C:14]2[CH:15]=[C:16]([CH:21]=[CH:22][CH:23]=2)[C:17]([OH:19])=[O:18])=[O:13])[CH2:8][CH2:7]1)(=[O:5])[CH:2]([CH3:4])[CH3:3] |f:1.2.3|. The yield is 92.7%. Reaction conditions: time 2 hour. Procedure: To a solution of methyl 3-(4-isobutyrylpiperazine-1-carbonyl)benzoate (1.25 g, 3.9 mmol) in water (10 mL) and tetrahydrofuran (10 mL) at 0° C., lithium hydroxide monohydrate (250 mg, 6 mmol) was added. The mixture was stirred at that temperature for 2 h. The resulting mixture was neutralized to pH=5 with hydrochloric acid, and extracted with ethyl acetate (100 mL×4) and concentrated to obtain a white solid of 3-(4-isobutyrylpiperazine-1-carbonyl)benzoic acid (1.1 g, yield 76%). LC-MS (ESI) m/z: ... The reactants are II (iodine), C1CCCCC1 (cyclohexane), C(C)(CC)[Li] (sec-butyl lithium), FC=1C=C(C=CC1)CCC1=CC2=CC=CC=C2C=C1 (2-[2-(3-fluorophenyl)ethyl]naphthalene), Na2S2O3.5H2O. Run in C1CCOC1 (THF), C1CCOC1 (THF), O (water). Run at time 1 hour. Product: FC=1C=C(C=CC1I)CCC1=CC2=CC=CC=C2C=C1 (2-[2-(3-fluoro-4-iodophenyl)ethyl]naphthalene). Yield: 83.7%. RXN SMILES: C1CCCCC1.C([Li])(CC)C.[F:12][C:13]1[CH:14]=[C:15]([CH2:19][CH2:20][C:21]2[CH:30]=[CH:29][C:28]3[C:23](=[CH:24][CH:25]=[CH:26][CH:27]=3)[CH:22]=2)[CH:16]=[CH:17][CH:18]=1.[I:31]I>O.C1COCC1>[F:12][C:13]1[CH:14]=[C:15]([CH2:19][CH2:20][C:21]2[CH:30]=[CH:29][C:28]3[C:23](=[CH:24][CH:25]=[CH:26][CH:27]=3)[CH:22]=2)[CH:16]=[CH:17][C:18]=1[I:31]. Procedure details: A 53.35 ml cyclohexane solution of sec-butyl lithium in a concentration of 1.01M was dropped into a 200 ml THF solution of 8.43 g (33.68 mmol) of the above 2-[2-(3-fluorophenyl)ethyl]naphthalene at −70° C. After the dropping was finished, the reaction solution was stirred at the same temperature for 1 hour, added with a 200 ml THF solution of 13.68 g (=53.90 mmol) of iodine through dropping and then slowly heated to room temperature. After being stirred for 18 hours, the reaction solution was ad... Reactants: C(#N)N=C(OC)C1=NC=CC=C1 (Methyl N-cyano-2-pyridinecarboximidate), ClC1=CC=C(CN)C=C1 (4-chlorobenzylamine). Solvent: CO (methanol). Conditions: time 5 hour. Product: C(#N)NC(=NCC1=CC=C(C=C1)Cl)C1=NC=CC=C1 (N-cyano-N'-(4-chlorobenzyl)-2-pyridinecarboximidamide). Isolated yield 16.1%. Reaction SMILES: [C:1]([N:3]=[C:4]([C:7]1[CH:12]=[CH:11][CH:10]=[CH:9][N:8]=1)OC)#[N:2].[Cl:13][C:14]1[CH:21]=[CH:20][C:17]([CH2:18][NH2:19])=[CH:16][CH:15]=1>CO>[C:1]([NH:3][C:4]([C:7]1[CH:12]=[CH:11][CH:10]=[CH:9][N:8]=1)=[N:19][CH2:18][C:17]1[CH:20]=[CH:21][C:14]([Cl:13])=[CH:15][CH:16]=1)#[N:2]. Procedure details: Methyl N-cyano-2-pyridinecarboximidate (0.50 g, 3.1 mmol) was dissolved in methanol (10 ml), 4-chlorobenzylamine (0.48 g, 3.4 mmol) was added, and the resulting mixture was stirred at room temperature for 5 hours. After the reaction was completed, the reaction solution was concentrated under reduced pressure, and the residue thus obtained was crystallized from diethyl ether to give the title compound (0.13 g, 0.5 mmol, yield: 16%) as colorless crystals. Reactants: C([O-])([O-])=O.[K+].[K+] (potassium carbonate), steel, ClCC1C(C(N(C1)C)=O)(C1=CC=CC=C1)C1=CC=CC=C1 (4-chloromethyl-1-methyl-3,3-diphenyl-2-pyrrolidinone), OC1(CCNCC1)C1=CC=CC=C1 (4-hydroxy-4-phenylpiperidine). Solvent: C(C)O (ethanol). Run at temperature 200 celsius, time 48 hour. The product is C(\C=C\C(=O)O)(=O)O.CN1C(C(C(C1)CN1CCC(CC1)(C1=CC=CC=C1)O)(C1=CC=CC=C1)C1=CC=CC=C1)=O (1-Methyl-3,3-diphenyl-4-[(4-hydroxy-4-phenyl-1-piperidinyl)methyl]-2-pyrrolidinone Fumarate), C(C(=O)[O-])(=O)[O-] (oxalate). RXN SMILES: Cl[CH2:2][CH:3]1[CH2:7][N:6]([CH3:8])[C:5](=[O:9])[C:4]1([C:16]1[CH:21]=[CH:20][CH:19]=[CH:18][CH:17]=1)[C:10]1[CH:15]=[CH:14][CH:13]=[CH:12][CH:11]=1.[OH:22][C:23]1([C:29]2[CH:34]=[CH:33][CH:32]=[CH:31][CH:30]=2)[CH2:28][CH2:27][NH:26][CH2:25][CH2:24]1.[C:35](=[O:38])([O-:37])[O-].[K+].[K+]>C(O)C>[C:5]([OH:22])(=[O:9])/[CH:4]=[CH:16]/[C:35]([OH:37])=[O:38].[CH3:8][N:6]1[CH2:7][CH:3]([CH2:2][N:26]2[CH2:27][CH2:28][C:23]([OH:22])([C:29]3[CH:34]=[CH:33][CH:32]=[CH:31][CH:30]=3)[CH2:24][CH2:25]2)[C:4]([C:10]2[CH:11]=[CH:12][CH:13]=[CH:14][CH:15]=2)([C:16]2[CH:21]=[CH:20][CH:19]=[CH:18][CH:17]=2)[C:5]1=[O:9].[C:5]([O-:9])(=[O:22])[C:35]([O-:37])=[O:38] |f:2.3.4,6.7|. Procedure details: To 100 ml. of ethanol was added 10.0 g. (0.033 mole) of 4-chloromethyl-1-methyl-3,3-diphenyl-2-pyrrolidinone, 5.8 g. (0.033 mole) of 4-hydroxy-4-phenylpiperidine and 13.8 g. (0.10 mole) of potassium carbonate (finely ground). The mixture was heated in a steel bomb with stirring in an oven for 48 hours at 200° C. After concentrating in vacuo, the residue was partitioned between dilute sodium hydroxide solution and chloroform. The chloroform was dried, filtered and concentrated in vacuo. The resid...